This data is from the Open Reaction Database (ORD), a public repository of structured organic reaction records. The task is: describe an organic reaction: reactants, conditions, products, and yield Reactants: OC(C[C@@]1(CCN(C(O1)=O)[C@@H](C)C1=CC=C(C=C1)B1OC(C(O1)(C)C)(C)C)C1=CC=CC=C1)(C)C ((S)-6-(2-hydroxy-2-methylpropyl)-6-phenyl-3-[(S)-1-(4-(4,4,5,5-tetramethyl-1,3,2-dioxaborolan-2-yl)phenyl)ethyl]-1,3-oxazinan-2-one), BrC=1SC=CN1 (2-bromo-thiazole). Yields the product OC(C[C@@]1(CCN(C(O1)=O)[C@@H](C)C1=CC=C(C=C1)C=1SC=CN1)C1=CC=CC=C1)(C)C ((S)-6-(2-Hydroxy-2-methyl-propyl)-6-phenyl-3-[(S)-1-(4-thiazol-2-yl-phenyl)-ethyl]-[1,3]oxazinan-2-one). Reaction SMILES: [OH:1][C:2]([CH3:35])([CH3:34])[CH2:3][C@@:4]1([C:28]2[CH:33]=[CH:32][CH:31]=[CH:30][CH:29]=2)[O:9][C:8](=[O:10])[N:7]([C@H:11]([C:13]2[CH:18]=[CH:17][C:16](B3OC(C)(C)C(C)(C)O3)=[CH:15][CH:14]=2)[CH3:12])[CH2:6][CH2:5]1.Br[C:37]1[S:38][CH:39]=[CH:40][N:41]=1>>[OH:1][C:2]([CH3:35])([CH3:34])[CH2:3][C@@:4]1([C:28]2[CH:33]=[CH:32][CH:31]=[CH:30][CH:29]=2)[O:9][C:8](=[O:10])[N:7]([C@H:11]([C:13]2[CH:18]=[CH:17][C:16]([C:37]3[S:38][CH:39]=[CH:40][N:41]=3)=[CH:15][CH:14]=2)[CH3:12])[CH2:6][CH2:5]1. Procedure details: The title compound was prepared from (S)-6-(2-hydroxy-2-methylpropyl)-6-phenyl-3-[(S)-1-(4-(4,4,5,5-tetramethyl-1,3,2-dioxaborolan-2-yl)phenyl)ethyl]-1,3-oxazinan-2-one and 2-bromo-thiazole following a procedure analogous to that described in Example 171. Mass spectrum (ESI+): m/z=437 [M+H]+. Reactants: C(C1=CC=CC=C1)NC1=CC=CC=C1 (N-benzylaniline), C(C)(C)P(=O)(Cl)Cl (isopropyl phosphonic dichloride), C(C)(C)P(=O)(Cl)Cl (isopropyl phosphonic dichloride), dilithio. Product: C(C)(C)P1(N(CC2=C1C=CC=C2)C2=CC=CC=C2)=O (1-isopropyl-2-phenyl-2,3-dihydro-1H-2,1-benzazaphosphole-1-oxide). Yield: 11.0%. RXN SMILES: [CH2:1]([NH:8][C:9]1[CH:14]=[CH:13][CH:12]=[CH:11][CH:10]=1)[C:2]1[CH:7]=[CH:6][CH:5]=[CH:4][CH:3]=1.[CH:15]([P:18](Cl)(Cl)=[O:19])([CH3:17])[CH3:16]>>[CH:15]([P:18]1(=[O:19])[C:3]2[CH:4]=[CH:5][CH:6]=[CH:7][C:2]=2[CH2:1][N:8]1[C:9]1[CH:14]=[CH:13][CH:12]=[CH:11][CH:10]=1)([CH3:17])[CH3:16]. Procedure details: The procedure of Example 1 was employed utilizing N-benzylaniline and isopropyl phosphonic dichloride. The reaction of the dilithio compound and the isopropyl phosphonic dichloride was conducted at -65° C. to yield 1-isopropyl-2-phenyl-2,3-dihydro-1H-2,1-benzazaphosphole-1-oxide (1.8 g, 11% yield) as a white solid having a melting point of 145°-147° C. and the following analysis: